This data is from the Open Reaction Database (ORD), a public repository of structured organic reaction records. The task is: describe an organic reaction: reactants, conditions, products, and yield As a reaction SMILES: [CH2:33]([N:34]([CH:35]([CH3:36])[CH3:37])[CH:38]([CH3:39])[CH3:40])[CH3:41].[CH3:42][C:43]1([CH3:52])[NH:44][C:45]([CH3:50])([CH3:51])[CH2:46][CH:47]([NH2:49])[CH2:48]1.[CH3:53][N:54]([CH3:55])[CH:56]=[O:57].[CH:1]1([N:6]2[c:7]3[c:8]([cH:17][n:18][c:19]([NH:21][c:22]4[c:23]([O:31][CH3:32])[cH:24][c:25]([C:26](=[O:27])[OH:28])[cH:29][cH:30]4)[n:20]3)[N:9]([CH3:16])[C:10](=[O:15])[C:11]([F:13])([F:14])[CH2:12]2)[CH2:2][CH2:3][CH2:4][CH2:5]1.[OH2:58]>>[CH:1]1([N:6]2[c:7]3[c:8]([cH:17][n:18][c:19]([NH:21][c:22]4[c:23]([O:31][CH3:32])[cH:24][c:25]([C:26](=[O:28])[NH:49][CH:47]5[CH2:46][C:45]([CH3:50])([CH3:51])[NH:44][C:43]([CH3:42])([CH3:52])[CH2:48]5)[cH:29][cH:30]4)[n:20]3)[N:9]([CH3:16])[C:10](=[O:15])[C:11]([F:13])([F:14])[CH2:12]2)[CH2:2][CH2:3][CH2:4][CH2:5]1. Product: COc1cc(C(=O)NC2CC(C)(C)NC(C)(C)C2)ccc1Nc1ncc2c(n1)N(C1CCCC1)CC(F)(F)C(=O)N2C. The reactants are CCN(C(C)C)C(C)C, CC1(C)CC(N)CC(C)(C)N1, CN(C)C=O, COc1cc(C(=O)O)ccc1Nc1ncc2c(n1)N(C1CCCC1)CC(F)(F)C(=O)N2C, O.